This data is from the Open Reaction Database (ORD), a public repository of structured organic reaction records. The task is: describe an organic reaction: reactants, conditions, products, and yield Starting materials: CS(=O)C1=NN2C(C=N1)=CC=C2C2=C(C=CC=C2)OC (2-Methane sulfinyl-7-(2-methoxy-phenyl)-pyrrolo[2,1-f][1,2,4]triazine), C(C)(C)N(C(C)C)CC (N,N-Diisopropylethylamine), CN1CCN(CC1)C1CCN(CC1)C1=CC=C(C=C1)N (4-[4-(4-Methyl-piperazin-1-yl)-piperidin-1-yl]-phenylamine), COCC(C)O (1-Methoxy-2-propanol). Product: COC1=C(C=CC=C1)C1=CC=C2C=NC(=NN21)NC2=CC=C(C=C2)N2CCC(CC2)N2CCN(CC2)C ([7-(2-Methoxy-phenyl)-pyrrolo[2,1-f][1,2,4]triazin-2-yl]-{4-[4-(4-methyl-piperazin-1-yl)-piperidin-1-yl]-phenyl}-amine). The yield is 76.2%. As a reaction SMILES: CS([C:4]1[N:9]=[CH:8][C:7]2=[CH:10][CH:11]=[C:12]([C:13]3[CH:18]=[CH:17][CH:16]=[CH:15][C:14]=3[O:19][CH3:20])[N:6]2[N:5]=1)=O.C(N(CC)C(C)C)(C)C.[CH3:30][N:31]1[CH2:36][CH2:35][N:34]([CH:37]2[CH2:42][CH2:41][N:40]([C:43]3[CH:48]=[CH:47][C:46]([NH2:49])=[CH:45][CH:44]=3)[CH2:39][CH2:38]2)[CH2:33][CH2:32]1.COCC(O)C>>[CH3:20][O:19][C:14]1[CH:15]=[CH:16][CH:17]=[CH:18][C:13]=1[C:12]1[N:6]2[C:7]([CH:8]=[N:9][C:4]([NH:49][C:46]3[CH:47]=[CH:48][C:43]([N:40]4[CH2:41][CH2:42][CH:37]([N:34]5[CH2:35][CH2:36][N:31]([CH3:30])[CH2:32][CH2:33]5)[CH2:38][CH2:39]4)=[CH:44][CH:45]=3)=[N:5]2)=[CH:10][CH:11]=1. Reported procedure: 2-Methane sulfinyl-7-(2-methoxy-phenyl)-pyrrolo[2,1-f][1,2,4]triazine (125.0 mg, 0.0004350 mol), N,N-Diisopropylethylamine (0.114 mL, 0.000652 mol) and 4-[4-(4-Methyl-piperazin-1-yl)-piperidin-1-yl]-phenylamine (0.239 g, 0.000870 mol) were dissolved in 1-Methoxy-2-propanol (1.2 mL, 0.013 mol) and the reaction was irradiated at 300 watts, 180° C. for 40 minutes or until HPLC showed consumption of starting material. The reaction mixture was then reduced en vacuo and the product was isolated and pu... Starting materials: CCCCCCBr, O=C([O-])[O-], COc1ccc(C=C(C(=O)OC(C)C)P(=O)(OC)OC)cc1O, CN(C)C=O, [K+], [K+]. Yields the product CCCCCCOc1cc(C=C(C(=O)OC(C)C)P(=O)(OC)OC)ccc1OC. As a reaction SMILES: [Br:24][CH2:25][CH2:26][CH2:27][CH2:28][CH2:29][CH3:30].[C:31](=[O:32])([O-:33])[O-:34].[CH3:1][O:2][P:3](=[O:4])([C:5]([C:6](=[O:7])[O:8][CH:9]([CH3:10])[CH3:11])=[CH:12][c:13]1[cH:14][c:15]([OH:21])[c:16]([O:19][CH3:20])[cH:17][cH:18]1)[O:22][CH3:23].[CH3:37][N:38]([CH3:39])[CH:40]=[O:41].[K+:35].[K+:36]>>[CH3:1][O:2][P:3](=[O:4])([C:5]([C:6](=[O:7])[O:8][CH:9]([CH3:10])[CH3:11])=[CH:12][c:13]1[cH:14][c:15]([O:21][CH2:25][CH2:26][CH2:27][CH2:28][CH2:29][CH3:30])[c:16]([O:19][CH3:20])[cH:17][cH:18]1)[O:22][CH3:23]. The reactants are C(C)(C)(C)OC(=O)N1CCN(CC1)C1=CC(=CC=2NC(=NC21)N2CCN(CC2)C2=NC=CC=C2C(F)(F)F)C(F)(F)F (4-{6-Trifluoromethyl-2-[4-(3-trifluoromethyl-pyridin-2-yl)-piperazin-1-yl]-1H-benzoimidazol-4-yl}-piperazine-1-carboxylic acid tert-butyl ester), FC(C(=O)O)(F)F (trifluoroacetic acid). The product is N1(CCNCC1)C1=CC(=CC=2NC(=NC21)N2CCN(CC2)C2=NC=CC=C2C(F)(F)F)C(F)(F)F (4-Piperazin-1-yl-6-trifluoromethyl-2-[4-(3-trifluoromethyl-pyridin-2-yl)-piperazin-1-yl]-1H-benzoimidazole). As a reaction SMILES: C(OC([N:8]1[CH2:13][CH2:12][N:11]([C:14]2[C:22]3[N:21]=[C:20]([N:23]4[CH2:28][CH2:27][N:26]([C:29]5[C:34]([C:35]([F:38])([F:37])[F:36])=[CH:33][CH:32]=[CH:31][N:30]=5)[CH2:25][CH2:24]4)[NH:19][C:18]=3[CH:17]=[C:16]([C:39]([F:42])([F:41])[F:40])[CH:15]=2)[CH2:10][CH2:9]1)=O)(C)(C)C.FC(F)(F)C(O)=O>>[N:11]1([C:14]2[C:22]3[N:21]=[C:20]([N:23]4[CH2:24][CH2:25][N:26]([C:29]5[C:34]([C:35]([F:36])([F:37])[F:38])=[CH:33][CH:32]=[CH:31][N:30]=5)[CH2:27][CH2:28]4)[NH:19][C:18]=3[CH:17]=[C:16]([C:39]([F:42])([F:40])[F:41])[CH:15]=2)[CH2:10][CH2:9][NH:8][CH2:13][CH2:12]1. Reported procedure: 4-{6-Trifluoromethyl-2-[4-(3-trifluoromethyl-pyridin-2-yl)-piperazin-1-yl]-1H-benzoimidazol-4-yl}-piperazine-1-carboxylic acid tert-butyl ester from step (a) above reacted with trifluoroacetic acid under the conditions of Example 146c to give the title compound. MS (ESI, pos. ion) m/z: 500 (M+1). The reactants are COC=1C=C(C(=O)C2=CC=C(C(=O)OC)C=C2)C=CC1OC (methyl 4-(3,4-dimethoxybenzoyl)benzoate), [OH-].[Na+] (sodium hydroxide). Solvent: C(C)O (ethanol). Conditions: time 8 hour. Product: COC=1C=C(C(=O)C2=CC=C(C(=O)O)C=C2)C=CC1OC (4-(3,4-dimethoxybenzoyl)benzoic acid). RXN SMILES: [CH3:1][O:2][C:3]1[CH:4]=[C:5]([CH:18]=[CH:19][C:20]=1[O:21][CH3:22])[C:6]([C:8]1[CH:17]=[CH:16][C:11]([C:12]([O:14]C)=[O:13])=[CH:10][CH:9]=1)=[O:7].[OH-].[Na+]>C(O)C>[CH3:1][O:2][C:3]1[CH:4]=[C:5]([CH:18]=[CH:19][C:20]=1[O:21][CH3:22])[C:6]([C:8]1[CH:17]=[CH:16][C:11]([C:12]([OH:14])=[O:13])=[CH:10][CH:9]=1)=[O:7] |f:1.2|. Procedure: 1.3 g (4.33 mmol) of methyl 4-(3,4-dimethoxybenzoyl)benzoate was dissolved in 50 ml of ethanol. 7 ml of 1 N sodium hydroxide solution was added to the obtained solution, and they were stirred overnight. The solvent was evaporated, and the residue was washed with ethyl acetate and then filtered to obtain the title compound.